This data is from the Open Reaction Database (ORD), a public repository of structured organic reaction records. The task is: describe an organic reaction: reactants, conditions, products, and yield Starting materials: O=C(NC=1C=CC=C(Cl)C1)CC(C)(C)C. Reagents/catalysts: O1B(OC(C)(C)C1(C)C)B2OC(C)(C)C(O2)(C)C, N=1C=CC(=CC1C=2N=CC=C(C2)C(C)(C)C)C(C)(C)C, O1BOC(C)(C)C1(C)C, C[OH2+].C[OH2+].C1CC=CCCC=C1.C1CC=CCCC=C1.[Ir].[Ir]. The solvent is O(C)C(C)(C)C. Conditions: temperature 50 celsius, time 48 hour. Yields the product O=C(NC1=CC(Cl)=CC(=C1)B2OC(C)(C)C(O2)(C)C)CC(C)(C)C. Yield: 52.0%. Starting materials: COC([O-])[O-], O=C1CCCNC(=O)C1, Cc1ccc(S(=O)(=O)O)cc1. The product is COC1CCCNC(=O)C1. As a reaction SMILES: [CH:10]([O-:11])([O-:12])[O:13][CH3:14].[O:1]=[C:2]1[NH:3][CH2:4][CH2:5][CH2:6][C:7](=[O:9])[CH2:8]1.[c:15]1([CH3:16])[cH:17][cH:18][c:19]([S:20]([OH:21])(=[O:22])=[O:23])[cH:24][cH:25]1>>[O:1]=[C:2]1[NH:3][CH2:4][CH2:5][CH2:6][CH:7]([O:9][CH3:10])[CH2:8]1. Starting materials: CCOC(=O)C=P(c1ccccc1)(c1ccccc1)c1ccccc1, CC#N, O=Cc1ccc2ccccc2c1. Yields the product CCOC(=O)C=Cc1ccc2ccccc2c1. RXN SMILES: [CH2:13]([CH3:14])[O:15][C:16](=[O:17])[CH:18]=[P:19]([c:20]1[cH:21][cH:22][cH:23][cH:24][cH:25]1)([c:26]1[cH:27][cH:28][cH:29][cH:30][cH:31]1)[c:32]1[cH:33][cH:34][cH:35][cH:36][cH:37]1.[CH3:38][C:39]#[N:40].[CH:1](=[O:2])[c:3]1[cH:4][cH:5][c:6]2[cH:7][cH:8][cH:9][cH:10][c:11]2[cH:12]1>>[CH:1]([c:3]1[cH:4][cH:5][c:6]2[cH:7][cH:8][cH:9][cH:10][c:11]2[cH:12]1)=[CH:18][C:16]([O:15][CH2:13][CH3:14])=[O:17]. Reactants: O=C([O-])[O-], CC(C)(C)P(c1ccccc1-c1ccccc1)C(C)(C)C, COCCOC, COC(=O)c1cc(Br)cc(N2CCCC2=O)c1, CCOC(C)=O, [Cs+], [Cs+], Nc1ccccc1, O=C(C=Cc1ccccc1)C=Cc1ccccc1, O=C(C=Cc1ccccc1)C=Cc1ccccc1, O=C(C=Cc1ccccc1)C=Cc1ccccc1, O, [Pd], [Pd]. The product is COC(=O)c1cc(Nc2ccccc2)cc(N2CCCC2=O)c1. As a reaction SMILES: [C:18](=[O:19])([O-:20])[O-:21].[C:24]([P:25]([C:26]([CH3:27])([CH3:28])[CH3:29])[c:30]1[cH:31][cH:32][cH:33][cH:34][c:35]1-[c:36]1[cH:37][cH:38][cH:39][cH:40][cH:41]1)([CH3:42])([CH3:43])[CH3:44].[CH3:115][O:116][CH2:117][CH2:118][O:119][CH3:120].[CH3:1][O:2][C:3]([c:4]1[cH:5][c:6]([Br:16])[cH:7][c:8]([N:10]2[C:11](=[O:15])[CH2:12][CH2:13][CH2:14]2)[cH:9]1)=[O:17].[CH3:53][CH2:54][O:55][C:56]([CH3:57])=[O:58].[Cs+:22].[Cs+:23].[NH2:45][c:46]1[cH:47][cH:48][cH:49][cH:50][cH:51]1.[O:61]=[C:62]([CH:63]=[CH:64][c:65]1[cH:66][cH:67][cH:68][cH:69][cH:70]1)[CH:71]=[CH:72][c:73]1[cH:74][cH:75][cH:76][cH:77][cH:78]1.[O:79]=[C:80]([CH:81]=[CH:82][c:83]1[cH:84][cH:85][cH:86][cH:87][cH:88]1)[CH:89]=[CH:90][c:91]1[cH:92][cH:93][cH:94][cH:95][cH:96]1.[O:97]=[C:98]([CH:99]=[CH:100][c:101]1[cH:102][cH:103][cH:104][cH:105][cH:106]1)[CH:107]=[CH:108][c:109]1[cH:110][cH:111][cH:112][cH:113][cH:114]1.[OH2:52].[Pd:59].[Pd:60]>>[CH3:1][O:2][C:3]([c:4]1[cH:5][c:6]([NH:45][c:46]2[cH:47][cH:48][cH:49][cH:50][cH:51]2)[cH:7][c:8]([N:10]2[C:11](=[O:15])[CH2:12][CH2:13][CH2:14]2)[cH:9]1)=[O:17]. Reactants: Cc1ccccc1, CO, [Cl-], [Fe], N#CCCCc1ccccc1[N+](=O)[O-], [NH4+], O. The product is N#CCCCc1ccccc1N. Reaction SMILES: [CH3:17][c:18]1[cH:19][cH:20][cH:21][cH:22][cH:23]1.[CH3:24][OH:25].[Cl-:15].[Fe:27].[N+:1]([O-:2])(=[O:3])[c:4]1[c:5]([CH2:10][CH2:11][CH2:12][C:13]#[N:14])[cH:6][cH:7][cH:8][cH:9]1.[NH4+:16].[OH2:26]>>[NH2:1][c:4]1[c:5]([CH2:10][CH2:11][CH2:12][C:13]#[N:14])[cH:6][cH:7][cH:8][cH:9]1. The reactants are CC(C)(C)C1(CCc2ccc(Cl)cc2)CO1, CN1CCCC1=O, CC(C)(C#N)N=NC(C)(C)C#N, [Na+], [OH-], c1nc[nH]n1. Yields the product CC(C)(C)C(O)(CCc1ccc(Cl)cc1)Cn1cncn1. As a reaction SMILES: [C:15]([CH3:16])([CH3:17])([CH3:18])[C:19]1([CH2:22][CH2:23][c:24]2[cH:25][cH:26][c:27]([Cl:30])[cH:28][cH:29]2)[O:20][CH2:21]1.[CH3:36][N:37]1[CH2:38][CH2:39][CH2:40][C:41]1=[O:42].[N:3]([C:4]([CH3:5])([CH3:6])[C:7]#[N:8])=[N:9][C:10]([CH3:11])([CH3:12])[C:13]#[N:14].[Na+:2].[OH-:1].[nH:31]1[n:32][cH:33][n:34][cH:35]1>>[C:15]([CH3:16])([CH3:17])([CH3:18])[C:19]([OH:20])([CH2:21][n:31]1[n:32][cH:33][n:34][cH:35]1)[CH2:22][CH2:23][c:24]1[cH:25][cH:26][c:27]([Cl:30])[cH:28][cH:29]1.